The task is: describe an organic reaction: reactants, conditions, products, and yield. This data is from the Open Reaction Database (ORD), a public repository of structured organic reaction records. Reactants: O(C1=CC=CC=C1)C(C)C1=CC=C(N=N1)C(=O)O (6-(1-phenoxyethyl)pyridazine-3-carboxylic acid), NCC=1C(=NC(=CC1C)C)O (3-(aminomethyl)-4,6-dimethylpyridin-2-ol), ON1N=NC2=C1C=CC=C2 (1-Hydroxybenzotriazole), Cl.CN(CCCN=C=NCC)C (1-(3-Dimethylaminopropyl)-3-ethylcarbodiimide hydrochloride). Run in C(C)(=O)OCC (ethyl acetate), ClCCl (dichloromethane), C(C)N(CC)CC (triethylamine). The product is OC1=NC(=CC(=C1CNC(=O)C=1N=NC(=CC1)C(C)OC1=CC=CC=C1)C)C (N-((2-hydroxy-4,6-dimethylpyridin-3-yl)methyl)-6-(1-phenoxyethyl)pyridazine-3-carboxamide). Isolated yield 79.3%. As a reaction SMILES: [O:1]([CH:8]([C:10]1[N:15]=[N:14][C:13]([C:16]([OH:18])=O)=[CH:12][CH:11]=1)[CH3:9])[C:2]1[CH:7]=[CH:6][CH:5]=[CH:4][CH:3]=1.[NH2:19][CH2:20][C:21]1[C:22]([OH:29])=[N:23][C:24]([CH3:28])=[CH:25][C:26]=1[CH3:27].ON1C2C=CC=CC=2N=N1.Cl.CN(C)CCCN=C=NCC>ClCCl.C(OCC)(=O)C.C(N(CC)CC)C>[OH:29][C:22]1[C:21]([CH2:20][NH:19][C:16]([C:13]2[N:14]=[N:15][C:10]([CH:8]([O:1][C:2]3[CH:3]=[CH:4][CH:5]=[CH:6][CH:7]=3)[CH3:9])=[CH:11][CH:12]=2)=[O:18])=[C:26]([CH3:27])[CH:25]=[C:24]([CH3:28])[N:23]=1 |f:3.4|. Procedure details: A mixture solution of 6-(1-phenoxyethyl)pyridazine-3-carboxylic acid (60 mg, 0.2 mmol), 3-(aminomethyl)-4,6-dimethylpyridin-2-ol (37 mg, 0.2 mmol), 1-Hydroxybenzotriazole (30 mg, 0.2 mmol), 1-(3-Dimethylaminopropyl)-3-ethylcarbodiimide hydrochloride (40 mg, 0.2 mmol) and triethylamine (0.1 mL) in dichloromethane (50 mL) was stirred at room temperature for 18 hours. The mixture solution was diluting with ethyl acetate (50 mL), washed with water (20 mL). The organic layer was concentrated, the res... The reactants are O=C([O-])O, O=C(Cl)OCc1ccccc1, OCC1CCN1, [Na+], O=S(=O)(O)O. Yields the product O=C(OCc1ccccc1)N1CCC1CO. As a reaction SMILES: [C:12](=[O:13])([O-:14])[OH:15].[CH2:17]([c:18]1[cH:19][cH:20][cH:21][cH:22][cH:23]1)[O:24][C:25](=[O:26])[Cl:27].[NH:1]1[CH:2]([CH2:5][OH:6])[CH2:3][CH2:4]1.[Na+:16].[S:7](=[O:8])(=[O:9])([OH:10])[OH:11]>>[N:1]1([C:25]([O:24][CH2:17][c:18]2[cH:19][cH:20][cH:21][cH:22][cH:23]2)=[O:26])[CH:2]([CH2:5][OH:6])[CH2:3][CH2:4]1. Reactants: ClC1=CC=C(C=C1)N=C=O (p-chlorophenyl isocyanate), C(C=1C(N)=CC=CC1)(=O)OC (methyl anthranilate), C[O-].[Na+] (sodium methoxide). The solvent is C1(=CC=CC=C1)C (toluene), C1(=CC=CC=C1)C (toluene). Reaction conditions: temperature 90 celsius, time 2 hour. The product is ClC1=CC=C(C=C1)N1C(NC2=CC=CC=C2C1=O)=O (3-(4-chlorophenyl)-2,4(1H,3H)-quinazolinedione). The yield is 98.3%. As a reaction SMILES: [Cl:1][C:2]1[CH:7]=[CH:6][C:5]([N:8]=[C:9]=[O:10])=[CH:4][CH:3]=1.[C:11](OC)(=[O:19])[C:12]1[C:13](=[CH:15][CH:16]=[CH:17][CH:18]=1)[NH2:14].C[O-].[Na+]>C1(C)C=CC=CC=1>[Cl:1][C:2]1[CH:7]=[CH:6][C:5]([N:8]2[C:11](=[O:19])[C:12]3[C:13](=[CH:15][CH:16]=[CH:17][CH:18]=3)[NH:14][C:9]2=[O:10])=[CH:4][CH:3]=1 |f:2.3|. Procedure details: A solution of p-chlorophenyl isocyanate (15.3 g, 0.10 mol) in toluene (50 ml) is metered at room temperature into a solution of methyl anthranilate (15.1 g, 0.10 mol) in toluene (100 ml). After addition is complete, the mixture is stirred at 90° C. for 2 hours. 1.80 ml of a 30% strength solution of methanolic sodium methoxide (0.010 mol) are metered in and the mixture is stirred at 90° C. for a further 1 hour, methanol being distilled off. After cooling, the product is filtered off with suction ... Starting materials: ClC=1N=NC=2C3=C(CCC2C1)C=CC=C3 (3-Chloro-5,6-dihydrobenzo[h]cinnoline), NN (hydrazine). The solvent is N1=CC=CC=C1 (pyridine). Yields the product N(N)C=1N=NC=2C3=C(CCC2C1)C=CC=C3 (3-hydrazinyl-5,6-dihydrobenzo[h]cinnoline). RXN SMILES: Cl[C:2]1[N:3]=[N:4][C:5]2[C:6]3[CH:15]=[CH:14][CH:13]=[CH:12][C:7]=3[CH2:8][CH2:9][C:10]=2[CH:11]=1.[NH2:16][NH2:17]>N1C=CC=CC=1>[NH:16]([C:2]1[N:3]=[N:4][C:5]2[C:6]3[CH:15]=[CH:14][CH:13]=[CH:12][C:7]=3[CH2:8][CH2:9][C:10]=2[CH:11]=1)[NH2:17]. Procedure: 3-Chloro-5,6-dihydrobenzo[h]cinnoline was heated at 100° C. in a mixture of anhydrous pyridine (30 mL) and anhydrous hydrazine (5 mL) for 3.25 h. The solvent was removed under vacuum and the residue was partitioned between chloroform and 1M aqueous potassium carbonate solution. The organic layer was dried over anhydrous sodium sulfate and concentrated under vacuum. The residue was triturated with diethyl ether and filtered to give 3-hydrazinyl-5,6-dihydrobenzo[h]cinnoline as a beige solid; 1H NM...